This data is from the Open Reaction Database (ORD), a public repository of structured organic reaction records. The task is: describe an organic reaction: reactants, conditions, products, and yield As a reaction SMILES: [Br:1][c:2]1[cH:3][cH:4][c:5]([C:8](=[O:9])[N:10]([CH:11]2[CH:12]([c:24]3[cH:25][c:26]([Cl:31])[c:27]([Cl:30])[cH:28][cH:29]3)[CH2:13][N:14]([C:17]([O:18][C:19]([CH3:20])([CH3:21])[CH3:22])=[O:23])[CH2:15][CH2:16]2)[CH3:32])[cH:6][cH:7]1.[C:33]([O:34][CH2:35][CH3:36])(=[O:37])[CH3:38].[CH3:40][CH2:41][O:42][C:43](=[O:44])[CH3:45].[ClH:39]>>[Br:1][c:2]1[cH:3][cH:4][c:5]([C:8](=[O:9])[N:10]([CH:11]2[CH:12]([c:24]3[cH:25][c:26]([Cl:31])[c:27]([Cl:30])[cH:28][cH:29]3)[CH2:13][NH:14][CH2:15][CH2:16]2)[CH3:32])[cH:6][cH:7]1. Product: CN(C(=O)c1ccc(Br)cc1)C1CCNCC1c1ccc(Cl)c(Cl)c1. The reactants are CN(C(=O)c1ccc(Br)cc1)C1CCN(C(=O)OC(C)(C)C)CC1c1ccc(Cl)c(Cl)c1, CCOC(C)=O, CCOC(C)=O, Cl. Starting materials: Brc1ccc(C2OCCO2)cn1, [Li]CCCC, CN(C)C=O, C1CCOC1, O. The product is O=Cc1ccc(C2OCCO2)cn1. As a reaction SMILES: [Br:6][c:7]1[n:8][cH:9][c:10]([CH:13]2[O:14][CH2:15][CH2:16][O:17]2)[cH:11][cH:12]1.[CH2:18]([Li:19])[CH2:20][CH2:21][CH3:22].[CH3:23][N:24]([CH3:25])[CH:26]=[O:27].[O:1]1[CH2:2][CH2:5][CH2:4][CH2:3]1.[OH2:28]>>[O:1]=[CH:2][c:7]1[n:8][cH:9][c:10]([CH:13]2[O:14][CH2:15][CH2:16][O:17]2)[cH:11][cH:12]1.